This data is from the Open Reaction Database (ORD), a public repository of structured organic reaction records. The task is: describe an organic reaction: reactants, conditions, products, and yield The reactants are C#Cc1cnc2ccc(OC(SC)C(=O)NC3(CO)CCC3)cc2c1, ClCCl, [Na+], O=C([O-])O. The product is C#Cc1cnc2ccc(OC(SC)C(=O)NC3(C=O)CCC3)cc2c1. Reaction SMILES: [C:1](#[CH:2])[c:3]1[cH:4][n:5][c:6]2[cH:7][cH:8][c:9]([O:13][CH:14]([C:15](=[O:16])[NH:17][C:18]3([CH2:22][OH:23])[CH2:19][CH2:20][CH2:21]3)[S:24][CH3:25])[cH:10][c:11]2[cH:12]1.[Cl:31][CH2:32][Cl:33].[Na+:30].[O-:26][C:27]([OH:28])=[O:29]>>[C:1](#[CH:2])[c:3]1[cH:4][n:5][c:6]2[cH:7][cH:8][c:9]([O:13][CH:14]([C:15](=[O:16])[NH:17][C:18]3([CH:22]=[O:23])[CH2:19][CH2:20][CH2:21]3)[S:24][CH3:25])[cH:10][c:11]2[cH:12]1. The reactants are BrC(C(=O)OCC)C(C)C (ethyl 2-bromo-3-methyl-butanoate), COC1=CC=C(C=C1)S (4-methoxybenzenethiol). Product: C(C)OC(C(C(C)C)SC1=CC=C(C=C1)OC)=O (2-(4-Methoxy-phenylsulfanyl)-3-methyl-butyric acid ethyl ester), product. Yield: 99.0%. As a reaction SMILES: Br[CH:2]([CH:8]([CH3:10])[CH3:9])[C:3]([O:5][CH2:6][CH3:7])=[O:4].[CH3:11][O:12][C:13]1[CH:18]=[CH:17][C:16]([SH:19])=[CH:15][CH:14]=1>>[CH2:6]([O:5][C:3](=[O:4])[CH:2]([S:19][C:16]1[CH:17]=[CH:18][C:13]([O:12][CH3:11])=[CH:14][CH:15]=1)[CH:8]([CH3:10])[CH3:9])[CH3:7]. Procedure details: 2-(4-Methoxy-phenylsulfanyl)-3-methyl-butyric acid ethyl ester was prepared according to the general method of Example 1. Starting from ethyl 2-bromo-3-methyl-butanoate (20.9 g, 100 mmol) and 4-methoxybenzenethiol (14.0 g, 100 mmol), 30 g of the product was isolated. Yield 99%; Light yellow oil; MS: 271 (M+H)+.